Dataset: the Open Reaction Database (ORD), a public repository of structured organic reaction records. Task: describe an organic reaction: reactants, conditions, products, and yield Reactants: N(C1=CC=CC=C1)C1=NC(=CC(=N1)C)C#CC (2-anilino-4-methyl-6-(1-propynyl)-pyrimidine), [H-].[Na+] (sodium hydride), O1CCCC1 (tetrahydrofuran). The solvent is CS(=O)C (dimethyl sulfoxide). Run at temperature 50 celsius, time 1 hour. Yields the product C(C)OCN(C1=CC=CC=C1)C1=NC(=CC(=N1)C)C#CC (2-(N-ethoxymethylanilino)-4-methyl-6-(1-propynyl) pyrimidine). Isolated yield 62.0%. Reaction SMILES: [NH:1]([C:8]1[N:13]=[C:12]([CH3:14])[CH:11]=[C:10]([C:15]#[C:16][CH3:17])[N:9]=1)[C:2]1[CH:7]=[CH:6][CH:5]=[CH:4][CH:3]=1.[H-].[Na+].[O:20]1[CH2:24]C[CH2:22][CH2:21]1>CS(C)=O>[CH2:21]([O:20][CH2:24][N:1]([C:8]1[N:13]=[C:12]([CH3:14])[CH:11]=[C:10]([C:15]#[C:16][CH3:17])[N:9]=1)[C:2]1[CH:3]=[CH:4][CH:5]=[CH:6][CH:7]=1)[CH3:22] |f:1.2|. Reported procedure: A solution of 2-anilino-4-methyl-6-(1-propynyl)-pyrimidine (2.5 g) in dimethyl sulfoxide (2.5 ml) were added to a suspension in 50 ml of tetrahydrofuran of 0.5 g of sodium hydride (60%) of which oily component was removed, and the mixture was stirred at 50° C. for 1 hour. After cooling to room temperature, 1.5 g of chloromethyl ethyl ether was added thereto and the resulting mixture was stirred for 5 hours. The reaction mixture was poured into water and extracted with 150 ml of toluene. The tolu... Starting materials: O=C(CBr)c1ccc(Cl)cc1Cl, CCCCO, Cc1ccc(S(=O)(=O)O)cc1, OCC(O)CSc1ccccc1, c1ccccc1. The product is Clc1ccc(C2(CBr)OCC(CSc3ccccc3)O2)c(Cl)c1. Reaction SMILES: [Br:1][CH2:2][C:3](=[O:4])[c:5]1[c:6]([Cl:12])[cH:7][c:8]([Cl:11])[cH:9][cH:10]1.[CH2:36]([OH:37])[CH2:38][CH2:39][CH3:40].[CH3:25][c:26]1[cH:27][cH:28][c:29]([S:30](=[O:31])(=[O:32])[OH:33])[cH:34][cH:35]1.[c:13]1([S:19][CH2:20][CH:21]([CH2:22][OH:23])[OH:24])[cH:14][cH:15][cH:16][cH:17][cH:18]1.[cH:41]1[cH:42][cH:43][cH:44][cH:45][cH:46]1>>[Br:1][CH2:2][C:3]1([c:5]2[c:6]([Cl:12])[cH:7][c:8]([Cl:11])[cH:9][cH:10]2)[O:4][CH2:22][CH:21]([CH2:20][S:19][c:13]2[cH:14][cH:15][cH:16][cH:17][cH:18]2)[O:24]1. Reactants: IC=1C=NN(C1C)C1CCN(CC1)C(=O)OC(C)(C)C (tert-butyl 4-(4-iodo-5-methyl-1H-pyrazol-1-yl)piperidine-1-carboxylate), C1CCOC1 (THF), C(C)(C)[Mg]Cl (isopropylmagnesium chloride), C1CCOC1 (THF), COB1OC(C(O1)(C)C)(C)C (2-methoxy-4,4,5,5-tetramethyl-1,3,2-dioxaborolane). Solvent: O (Water). Reaction conditions: time 1 hour. The product is CC1=C(C=NN1C1CCN(CC1)C(=O)OC(C)(C)C)B1OC(C(O1)(C)C)(C)C (tert-Butyl 4-[5-methyl-4-(4,4,5,5-tetramethyl-1,3,2-dioxaborolan-2-yl)-1H-pyrazol-1-yl]piperidine-1-carboxylate). As a reaction SMILES: I[C:2]1[CH:3]=[N:4][N:5]([CH:8]2[CH2:13][CH2:12][N:11]([C:14]([O:16][C:17]([CH3:20])([CH3:19])[CH3:18])=[O:15])[CH2:10][CH2:9]2)[C:6]=1[CH3:7].C1COCC1.C([Mg]Cl)(C)C.CO[B:33]1[O:37][C:36]([CH3:39])([CH3:38])[C:35]([CH3:41])([CH3:40])[O:34]1>O>[CH3:7][C:6]1[N:5]([CH:8]2[CH2:13][CH2:12][N:11]([C:14]([O:16][C:17]([CH3:20])([CH3:19])[CH3:18])=[O:15])[CH2:10][CH2:9]2)[N:4]=[CH:3][C:2]=1[B:33]1[O:37][C:36]([CH3:39])([CH3:38])[C:35]([CH3:41])([CH3:40])[O:34]1. Procedure details: To a solution of tert-butyl 4-(4-iodo-5-methyl-1H-pyrazol-1-yl)piperidine-1-carboxylate (700.0 mg, 1.789 mmol) in THF (20 mL, 300 mmol) at rt was added 1.3 M of isopropylmagnesium chloride in THF (5.5 mL, 7.2 mmol), and the mixture was stirred for 1 h. The reaction was quenched with 2-methoxy-4,4,5,5-tetramethyl-1,3,2-dioxaborolane (1.5 mL, 8.9 mmol), and allowed to stir at rt for 2 h. Water was added, and the organic solvent was removed in vacuo. The material was extracted with DCM and water. T...